From a dataset of the Open Reaction Database (ORD), a public repository of structured organic reaction records. describe an organic reaction: reactants, conditions, products, and yield Starting materials: aqueous solution, C=O (formaldehyde), CC=1SC=C(C1Br)Br (2-methyl-3,4-dibromo-thiophene), C(C)(=O)O (acetic acid), Cl (hydrochloric acid). Solvent: O (water). Product: ClCC=1SC(=C(C1Br)Br)C (2-chloromethyl-3,4-dibromo-5-methyl-thiophene). As a reaction SMILES: [CH3:1][C:2]1[S:3][CH:4]=[C:5]([Br:8])[C:6]=1[Br:7].C(O)(=O)C.[ClH:13].[CH2:14]=O>O>[Cl:13][CH2:1][C:2]1[S:3][C:4]([CH3:14])=[C:5]([Br:8])[C:6]=1[Br:7]. Reported procedure: A solution of 11.7 g. of 2-methyl-3,4-dibromo-thiophene in 30 ml. of acetic acid was added to 60 ml. of concentrated hydrochloric acid. After dropping in 4.1 g. of a 37% aqueous solution of formaldehyde the mixture was heated to 70° C. for one hour. The reaction mixture was cooled, diluted with water and extracted with ether. The combined organic phases were washed with water, sodium bicarbonate and water, dried over sodium sulfate, filtered and evaporated to give 2-chloromethyl-3,4-dibromo-5-me... Starting materials: CCCC[N+](CCCC)(CCCC)CCCC, Cc1ccccc1, CC1(C)COC(=O)C1OS(=O)(=O)C(F)(F)F, [N-]=[N+]=[N-]. Product: CC1(C)COC(=O)C1N=[N+]=[N-]. Reaction SMILES: [CH2:20]([N+:21]([CH2:22][CH2:23][CH2:24][CH3:25])([CH2:26][CH2:27][CH2:28][CH3:29])[CH2:30][CH2:31][CH2:32][CH3:33])[CH2:34][CH2:35][CH3:36].[CH3:37][c:38]1[cH:39][cH:40][cH:41][cH:42][cH:43]1.[F:1][C:2]([F:3])([F:4])[S:5]([O:6][CH:7]1[C:8](=[O:14])[O:9][CH2:10][C:11]1([CH3:12])[CH3:13])(=[O:15])=[O:16].[N-:17]=[N+:18]=[N-:19]>>[CH:7]1([N:17]=[N+:18]=[N-:19])[C:8](=[O:14])[O:9][CH2:10][C:11]1([CH3:12])[CH3:13]. The reactants are CC(=O)N(Cc1cc(C(F)(F)F)cc(C(F)(F)F)c1)C1CCCN(C(=O)Cl)c2cc(Cl)ccc21, CCOC(C)=O, N. Yields the product CC(=O)N(Cc1cc(C(F)(F)F)cc(C(F)(F)F)c1)C1CCCN(C(N)=O)c2cc(Cl)ccc21. Reaction SMILES: [C:1]([CH3:2])(=[O:3])[N:4]([CH:5]1[c:6]2[c:7]([cH:15][c:16]([Cl:19])[cH:17][cH:18]2)[N:8]([C:12](=[O:13])[Cl:14])[CH2:9][CH2:10][CH2:11]1)[CH2:20][c:21]1[cH:22][c:23]([C:31]([F:32])([F:33])[F:34])[cH:24][c:25]([C:27]([F:28])([F:29])[F:30])[cH:26]1.[CH3:36][CH2:37][O:38][C:39]([CH3:40])=[O:41].[NH3:35]>>[C:1]([CH3:2])(=[O:3])[N:4]([CH:5]1[c:6]2[c:7]([cH:15][c:16]([Cl:19])[cH:17][cH:18]2)[N:8]([C:12](=[O:13])[NH2:35])[CH2:9][CH2:10][CH2:11]1)[CH2:20][c:21]1[cH:22][c:23]([C:31]([F:32])([F:33])[F:34])[cH:24][c:25]([C:27]([F:28])([F:29])[F:30])[cH:26]1.